This data is from the Open Reaction Database (ORD), a public repository of structured organic reaction records. The task is: describe an organic reaction: reactants, conditions, products, and yield The reactants are O=S(=O)(Cl)CCCBr, CCOCC, COP(=O)(CCO)OC, c1ccncc1. Yields the product COP(=O)(CCOS(=O)(=O)CCCBr)OC. Reaction SMILES: [Br:16][CH2:17][CH2:18][CH2:19][S:20](=[O:21])(=[O:22])[Cl:23].[CH3:24][CH2:25][O:26][CH2:27][CH3:28].[OH:1][CH2:2][CH2:3][P:4]([O:5][CH3:6])([O:7][CH3:8])=[O:9].[cH:10]1[cH:11][cH:12][n:13][cH:14][cH:15]1>>[O:1]([CH2:2][CH2:3][P:4]([O:5][CH3:6])([O:7][CH3:8])=[O:9])[S:20]([CH2:19][CH2:18][CH2:17][Br:16])(=[O:21])=[O:22]. The solvent is C1CCOC1 (THF). Reported procedure: A solution of Ac-Ser(tBu)-Asp(OtBu)-Ala-OH (24.7 g, 55.4 mmol) in dry THF (526 mL) was treated with HOSu (9.55 g, 83.1 mmol, 1.5 eq.) and cooled to 0°. To the cold stirring (mechanical) solution DCC (17.14 g, 83.1 mmol, 1.5 eq.) was added portionwise and stirring proceeded at 0° for 30 min at 25° for 5 h. The reaction mixture was filtered and the filtrate evaporated to dryness and crystallized from isopropanol (250 mL). Yield: 23.2 g (77.2%); mp 155°-157°; [α]D25 -41.48° (c 1, MeOH); Rf 0.54 (CH... Starting materials: N([C@@H](COC(C)(C)C)C(=O)N[C@@H](CC(OC(C)(C)C)=O)C(=O)N[C@@H](C)C(=O)O)C(=O)C (Ac-Ser(tBu)-Asp(OtBu)-Ala-OH), ON1C(=O)CCC1=O (HOSu), C1CCC(CC1)N=C=NC2CCCCC2 (DCC). RXN SMILES: [NH:1]([C:29]([CH3:31])=[O:30])[C@H:2]([C:9]([NH:11][C@H:12]([C:21]([NH:23][C@H:24]([C:26]([OH:28])=[O:27])[CH3:25])=[O:22])[CH2:13][C:14](=[O:20])[O:15][C:16]([CH3:19])([CH3:18])[CH3:17])=[O:10])[CH2:3][O:4][C:5]([CH3:8])([CH3:7])[CH3:6].O[N:33]1[C:38](=[O:39])[CH2:37][CH2:36][C:34]1=[O:35].C1CCC(N=C=NC2CCCCC2)CC1>C1COCC1>[NH:1]([C:29]([CH3:31])=[O:30])[C@H:2]([C:9]([NH:11][C@H:12]([C:21]([NH:23][C@H:24]([C:26]([O:28][N:33]1[C:38](=[O:39])[CH2:37][CH2:36][C:34]1=[O:35])=[O:27])[CH3:25])=[O:22])[CH2:13][C:14](=[O:20])[O:15][C:16]([CH3:17])([CH3:18])[CH3:19])=[O:10])[CH2:3][O:4][C:5]([CH3:6])([CH3:7])[CH3:8]. Conditions: time 5 hour. Product: N([C@@H](COC(C)(C)C)C(=O)N[C@@H](CC(OC(C)(C)C)=O)C(=O)N[C@@H](C)C(=O)ON1C(=O)CCC1=O)C(=O)C (Ac-Ser(tBu)-Asp(OtBu)-Ala-OSu). Reactants: Cl (hydrochloric acid), P(OC)(OC)[O-] (dimethyl phosphite), COC1=CC=C(C=O)C=C1 (p-methoxybenzaldehyde). Conditions: time 30 minute. Product: O[C@@H](C1=CC=C(C=C1)OC)P(OC)(OC)=O (dimethyl (R)-hydroxy(p-methoxyphenyl)methylphosphonate), final product. Yield: 25.0%. As a reaction SMILES: [P:1]([O-:6])([O:4][CH3:5])[O:2][CH3:3].[CH3:7][O:8][C:9]1[CH:16]=[CH:15][C:12]([CH:13]=[O:14])=[CH:11][CH:10]=1.Cl>>[OH:14][C@H:13]([P:1](=[O:6])([O:4][CH3:5])[O:2][CH3:3])[C:12]1[CH:15]=[CH:16][C:9]([O:8][CH3:7])=[CH:10][CH:11]=1. Procedure: The solution of ALB--CN in tetrahydrofuran (0.1M, 0.40 ml) obtained in Example 5 was concentrated at room temperature for 1 hour under reduced pressure, then 0.4 ml of toluene was added thereto under an argon atmosphere. To this solution was added dimethyl phosphite (37 μl, 0.40 mmol) at room temperature. After stirring at room temperature for 30 minutes, the reaction vessel was cooled to -40° C., and it was maintained at this temperature for 15 minutes. Then p-methoxybenzaldehyde (0.40 mmol) wa... Solvent: C(C)N(CC)CC (triethylamine). Reaction SMILES: Br[C:2]1[S:6][C:5]([C:7]2[CH:12]=[CH:11][N:10]=[C:9]([NH:13][CH:14]3[CH2:19][C:18]([CH3:21])([CH3:20])[NH:17][C:16]([CH3:23])([CH3:22])[CH2:15]3)[N:8]=2)=[CH:4][CH:3]=1.[CH3:24][C:25]([NH2:29])([CH3:28])[C:26]#[CH:27]>C(N(CC)CC)C.Cl[Pd](Cl)([P](C1C=CC=CC=1)(C1C=CC=CC=1)C1C=CC=CC=1)[P](C1C=CC=CC=1)(C1C=CC=CC=1)C1C=CC=CC=1.[Cu]I>[NH2:29][C:25]([CH3:28])([CH3:24])[C:26]#[C:27][C:2]1[S:6][C:5]([C:7]2[CH:12]=[CH:11][N:10]=[C:9]([NH:13][CH:14]3[CH2:19][C:18]([CH3:21])([CH3:20])[NH:17][C:16]([CH3:23])([CH3:22])[CH2:15]3)[N:8]=2)=[CH:4][CH:3]=1 |^1:39,58|. Procedure details: {4-[5-Bromothiophen-2-yl]-pyrimidin-2-yl}-(2,2,6,6-tetramethyl-piperidin-4-yl)-amine (100 mg, 0.253 mmol), PdCl2(PPh3)2 (18 mg, 0.025 mmol), 1,1-dimethyl-prop-2-ynylamine (0.03 ml, 0.253 mmol) and CuI (15 mg) were dissolved in triethylamine (25 ml) and refluxed for 1 hour. The reaction mixture was filtered, evaporated to dryness and taken up in DCM, filtered and evaporated again and the residue crystallized from ether to give the title compound as red-yellow crystals. Yield: 50 mg (50%). The reagents and catalysts are Cl[Pd]([P](C1=CC=CC=C1)(C2=CC=CC=C2)C3=CC=CC=C3)([P](C4=CC=CC=C4)(C5=CC=CC=C5)C6=CC=CC=C6)Cl (PdCl2(PPh3)2), [Cu]I (CuI). Yields the product NC(C#CC1=CC=C(S1)C1=NC(=NC=C1)NC1CC(NC(C1)(C)C)(C)C)(C)C ({4-[5-(3-Amino-3-methyl-but-1-ynyl)-thiophen-2-yl]-pyrimidin-2-yl}-(2,2,6,6-tetramethyl-piperidin-4-yl)-amine). The reactants are BrC1=CC=C(S1)C1=NC(=NC=C1)NC1CC(NC(C1)(C)C)(C)C ({4-[5-Bromothiophen-2-yl]-pyrimidin-2-yl}-(2,2,6,6-tetramethyl-piperidin-4-yl)-amine), CC(C#C)(C)N (1,1-dimethyl-prop-2-ynylamine). Starting materials: ClCC(=O)NC1=CC2=C(NC=N2)C=C1 (2-chloro-N-(1H-benzimidazol-5-yl)-acetamide), FC1=CC=C(CC2CCNCC2)C=C1 (4-(4-fluoro-benzyl)-piperidine). Solvent: C(C)OCC (diethylether). Product: FC1=CC=C(CC2CCN(CC2)CC(=O)NC2=CC3=C(NC=N3)C=C2)C=C1 (2-[4-(4-Fluoro-benzyl)-piperidin-1-yl]-N-(1H-benzimidazol-5-yl)-acetamide). RXN SMILES: Cl[CH2:2][C:3]([NH:5][C:6]1[CH:14]=[CH:13][C:9]2[NH:10][CH:11]=[N:12][C:8]=2[CH:7]=1)=[O:4].[F:15][C:16]1[CH:28]=[CH:27][C:19]([CH2:20][CH:21]2[CH2:26][CH2:25][NH:24][CH2:23][CH2:22]2)=[CH:18][CH:17]=1>C(OCC)C>[F:15][C:16]1[CH:17]=[CH:18][C:19]([CH2:20][CH:21]2[CH2:22][CH2:23][N:24]([CH2:2][C:3]([NH:5][C:6]3[CH:14]=[CH:13][C:9]4[NH:10][CH:11]=[N:12][C:8]=4[CH:7]=3)=[O:4])[CH2:25][CH2:26]2)=[CH:27][CH:28]=1. Procedure details: The title compound is prepared from 2-chloro-N-(1H-benzimidazol-5-yl)-acetamide (Example 151 a) and 4-(4-fluoro-benzyl)-piperidine according to the method described in Example 142b. Melting Point: 203.5-204.5° C. (diethylether) Starting materials: CCCCCC, CN(C)C=O, C#CCC(O)(C#C[Si](C)(C)C)CCCCl, C[Si](C)(C)Cl, c1c[nH]cn1. The product is C#CCC(C#C[Si](C)(C)C)(CCCCl)O[Si](C)(C)C. RXN SMILES: [CH3:26][CH2:27][CH2:28][CH2:29][CH2:30][CH3:31].[CH3:32][N:33]([CH3:34])[CH:35]=[O:36].[Cl:1][CH2:2][CH2:3][CH2:4][C:5]([CH2:6][C:7]#[CH:8])([C:9]#[C:10][Si:11]([CH3:12])([CH3:13])[CH3:14])[OH:15].[Cl:21][Si:22]([CH3:23])([CH3:24])[CH3:25].[nH:16]1[cH:17][cH:18][n:19][cH:20]1>>[Cl:1][CH2:2][CH2:3][CH2:4][C:5]([CH2:6][C:7]#[CH:8])([C:9]#[C:10][Si:11]([CH3:12])([CH3:13])[CH3:14])[O:15][Si:22]([CH3:23])([CH3:24])[CH3:25]. Reactants: C1CCOC1, CCCCCC(C=Cc1ccc(C(=O)OC)cc1)c1ccc2c(c1)OCCC2(C)C, CO, [Li+], [OH-], O, O. Product: CCCCCC(C=Cc1ccc(C(=O)O)cc1)c1ccc2c(c1)OCCC2(C)C. As a reaction SMILES: [CH2:34]1[O:35][CH2:36][CH2:37][CH2:38]1.[CH3:1][O:2][C:3]([c:4]1[cH:5][cH:6][c:7]([CH:10]=[CH:11][CH:12]([CH2:13][CH2:14][CH2:15][CH2:16][CH3:17])[c:18]2[cH:19][cH:20][c:21]3[c:26]([cH:27]2)[O:25][CH2:24][CH2:23][C:22]3([CH3:28])[CH3:29])[cH:8][cH:9]1)=[O:30].[CH3:39][OH:40].[Li+:33].[OH-:32].[OH2:31].[OH2:41]>>[O:2]=[C:3]([c:4]1[cH:5][cH:6][c:7]([CH:10]=[CH:11][CH:12]([CH2:13][CH2:14][CH2:15][CH2:16][CH3:17])[c:18]2[cH:19][cH:20][c:21]3[c:26]([cH:27]2)[O:25][CH2:24][CH2:23][C:22]3([CH3:28])[CH3:29])[cH:8][cH:9]1)[OH:30]. Starting materials: COc1ccc(C(=O)N(C)C2CCN(C(=O)C3CCN(C(C)=O)CC3)CC2c2ccc(Br)cc2)cc1, O=C([O-])[O-], Cc1ccccc1, [Fe+2], [K+], [K+], CC(=O)[O-], CC(=O)[O-], CN(C)C=O, O, OB(O)c1ccccc1, [Pd+2], c1ccc(P(c2ccccc2)[c-]2cccc2)cc1, c1ccc(P(c2ccccc2)[c-]2cccc2)cc1. Yields the product COc1ccc(C(=O)N(C)C2CCN(C(=O)C3CCN(C(C)=O)CC3)CC2c2ccc(-c3ccccc3)cc2)cc1. As a reaction SMILES: [C:1]([CH3:2])(=[O:3])[N:4]1[CH2:5][CH2:6][CH:7]([C:10](=[O:11])[N:12]2[CH2:13][CH:14]([c:30]3[cH:31][cH:32][c:33]([Br:36])[cH:34][cH:35]3)[CH:15]([N:18]([C:19]([c:20]3[cH:21][cH:22][c:23]([O:26][CH3:27])[cH:24][cH:25]3)=[O:28])[CH3:29])[CH2:16][CH2:17]2)[CH2:8][CH2:9]1.[C:46](=[O:47])([O-:48])[O-:49].[CH3:52][c:53]1[cH:54][cH:55][cH:56][cH:57][cH:58]1.[Fe+2:101].[K+:50].[K+:51].[O-:103][C:104]([CH3:105])=[O:106].[O-:107][C:108]([CH3:109])=[O:110].[O:60]=[CH:61][N:62]([CH3:63])[CH3:64].[OH2:59].[OH:37][B:38]([OH:39])[c:40]1[cH:41][cH:42][cH:43][cH:44][cH:45]1.[Pd+2:102].[cH:65]1[cH:66][cH:67][c:68]([P:69]([c:70]2[cH:71][cH:72][cH:73][cH:74][cH:75]2)[c-:76]2[cH:77][cH:78][cH:79][cH:80]2)[cH:81][cH:82]1.[cH:83]1[cH:84][cH:85][c:86]([P:87]([c:88]2[cH:89][cH:90][cH:91][cH:92][cH:93]2)[c-:94]2[cH:95][cH:96][cH:97][cH:98]2)[cH:99][cH:100]1>>[C:1]([CH3:2])(=[O:3])[N:4]1[CH2:5][CH2:6][CH:7]([C:10](=[O:11])[N:12]2[CH2:13][CH:14]([c:30]3[cH:31][cH:32][c:33](-[c:40]4[cH:41][cH:42][cH:43][cH:44][cH:45]4)[cH:34][cH:35]3)[CH:15]([N:18]([C:19]([c:20]3[cH:21][cH:22][c:23]([O:26][CH3:27])[cH:24][cH:25]3)=[O:28])[CH3:29])[CH2:16][CH2:17]2)[CH2:8][CH2:9]1.